Dataset: the Open Reaction Database (ORD), a public repository of structured organic reaction records. Task: describe an organic reaction: reactants, conditions, products, and yield The reactants are O=Cc1cc(Br)ccc1O, CC(C)(C)NO. Yields the product CC(C)(C)[N+]([O-])=Cc1cc(Br)ccc1O. RXN SMILES: [Br:1][c:2]1[cH:3][cH:4][c:5]([OH:10])[c:6]([CH:7]=[O:8])[cH:9]1.[C:11]([CH3:12])([CH3:13])([CH3:14])[NH:15][OH:16]>>[Br:1][c:2]1[cH:3][cH:4][c:5]([OH:10])[c:6]([CH:7]=[N+:15]([C:11]([CH3:12])([CH3:13])[CH3:14])[O-:16])[cH:9]1. The reactants are [Br-], CCCC[N+](CCCC)(CCCC)CCCC, CC(C)Br, N#CCc1ccc(Cl)cc1, [Na+], [OH-], O. Yields the product CC(C)C(C#N)c1ccc(Cl)cc1. RXN SMILES: [Br-:17].[CH3:18][CH2:19][CH2:20][CH2:21][N+:22]([CH2:23][CH2:24][CH2:25][CH3:26])([CH2:27][CH2:28][CH2:29][CH3:30])[CH2:31][CH2:32][CH2:33][CH3:34].[CH:13]([CH3:14])([CH3:15])[Br:16].[Cl:1][c:2]1[cH:3][cH:4][c:5]([CH2:6][C:7]#[N:8])[cH:9][cH:10]1.[Na+:12].[OH-:11].[OH2:35]>>[Cl:1][c:2]1[cH:3][cH:4][c:5]([CH:6]([C:7]#[N:8])[CH:13]([CH3:14])[CH3:15])[cH:9][cH:10]1. Reactants: CC(C)(C)OC(=O)N1CC2CC1CN2, COC(=O)c1cc(Cl)nnc1Cl. Product: COC(=O)c1cc(N2CC3CC2CN3C(=O)OC(C)(C)C)nnc1Cl. RXN SMILES: [CH:13]12[N:14]([C:20](=[O:21])[O:22][C:23]([CH3:24])([CH3:25])[CH3:26])[CH2:15][CH:16]([NH:17][CH2:18]1)[CH2:19]2.[Cl:1][c:2]1[n:3][n:4][c:5]([Cl:12])[cH:6][c:7]1[C:8](=[O:9])[O:10][CH3:11]>>[Cl:1][c:2]1[n:3][n:4][c:5]([N:17]2[CH:16]3[CH2:15][N:14]([C:20](=[O:21])[O:22][C:23]([CH3:24])([CH3:25])[CH3:26])[CH:13]([CH2:18]2)[CH2:19]3)[cH:6][c:7]1[C:8](=[O:9])[O:10][CH3:11]. The product is Cl.FC1=CC=C(CNC2=NC3=C(N2C)C=CC(=C3)N(C)C3=NC(=NC=C3)NC3=CC=C(C=C3)CS(=O)(=O)C)C=C1 (N2-(4-Fluoro-benzyl)-N5-[2-(4-methanesulfonylmethyl-phenylamino)-pyrimidin-4-yl]-1,N5-dimethyl-1H-benzoimidazole-2,5-diamine hydrochloride). The reactants are ClC1=NC=CC(=N1)N(C1=CC2=C(N(C(=N2)NCC2=CC=C(C=C2)F)C)C=C1)C (N5-(2-chloro-pyrimidin-4-yl)-N2-(4-fluoro-benzyl)-1,N5-dimethyl-1H-benzoimidazole-2,5-diamine), CS(=O)(=O)CC1=CC=C(N)C=C1 (4-[(methylsulfonyl)methyl]aniline). RXN SMILES: [Cl:1][C:2]1[N:7]=[C:6]([N:8]([CH3:28])[C:9]2[CH:27]=[CH:26][C:12]3[N:13]([CH3:25])[C:14]([NH:16][CH2:17][C:18]4[CH:23]=[CH:22][C:21]([F:24])=[CH:20][CH:19]=4)=[N:15][C:11]=3[CH:10]=2)[CH:5]=[CH:4][N:3]=1.[CH3:29][S:30]([CH2:33][C:34]1[CH:40]=[CH:39][C:37]([NH2:38])=[CH:36][CH:35]=1)(=[O:32])=[O:31]>>[ClH:1].[F:24][C:21]1[CH:22]=[CH:23][C:18]([CH2:17][NH:16][C:14]2[N:13]([CH3:25])[C:12]3[CH:26]=[CH:27][C:9]([N:8]([C:6]4[CH:5]=[CH:4][N:3]=[C:2]([NH:38][C:37]5[CH:39]=[CH:40][C:34]([CH2:33][S:30]([CH3:29])(=[O:32])=[O:31])=[CH:35][CH:36]=5)[N:7]=4)[CH3:28])=[CH:10][C:11]=3[N:15]=2)=[CH:19][CH:20]=1 |f:2.3|. Procedure details: The title compound was prepared following the procedure of example two with N5-(2-chloro-pyrimidin-4-yl)-N2-(4-fluoro-benzyl)-1,N5-dimethyl-1H-benzoimidazole-2,5-diamine (99 mg, 0.25 mmol) and 4-[(methylsulfonyl)methyl]aniline (46 mg, 0.25 mmol) as a white solid (69 mg, 48%). 1H NMR (300 MHz, d6-DMSO) δ 9.20 (s, 1H), 7.76-7.80 (m, 3H), 7.41-7.46 (m, 3H), 7.23 (d, J=8.4 Hz, 3H), 7.09-7.17 (m, 3H), 6.84 (dd, J=8.4 and 1.8 Hz, 1H), 5.63 (d, J=6.0 Hz, 1H), 4.57 (d, J=5.7 Hz, 2H), 4.34 (s, 2H), 3.57 ... Reaction SMILES: [CH3:1][O:2][C:3]1[CH:9]=[CH:8][C:7]([N+:10]([O-])=O)=[CH:6][C:4]=1[NH2:5].[CH3:13][C:14](O)=[O:15].CC(OC(C)=O)=O.CCO>O.C1COCC1.O=[Pt]=O>[C:14]([NH:5][C:4]1[CH:6]=[C:7]([CH:8]=[CH:9][C:3]=1[O:2][CH3:1])[NH2:10])(=[O:15])[CH3:13] |f:1.2,4.5|. The solvent is O.C1CCOC1 (H2O THF). Product: C(C)(=O)NC=1C=C(N)C=CC1OC (3-acetamido-4-methoxyaniline). The reagents and catalysts are O=[Pt]=O (PtO2). Reactants: COC1=C(N)C=C(C=C1)[N+](=O)[O-] (2-Methoxy-5-nitroaniline), CCO (EtOH), CC(=O)O.CC(=O)OC(=O)C (HOAc Ac2O), 2-methoxy-5-nitroacetanilide. Reported procedure: 2-Methoxy-5-nitroaniline was purchased and acetylated using HOAc/Ac2O in H2O/THF according to known procedures to make 2-methoxy-5-nitroacetanilide. This was reduced using catalytic hydrogenation (PtO2, H2, EtOH) to afford 3-acetamido-4-methoxyaniline which was reacted as described in Examples 1 and 2 to yield the desired glutarimide. Reactants: NC1=C(C(=NN1C1=CC=CC=C1)C1=CC=C(C=C1)C)C#N (5-amino-4-cyano-3-(4'-methylphenyl)-1-phenylpyrazole), S(O)(O)(=O)=O (sulfuric acid), [OH-].[NH4+] (ammonium hydroxide). Conditions: temperature 50 celsius. The product is NC1=C(C(=NN1C1=CC=CC=C1)C1=CC=C(C=C1)C)C(=O)N (5-Amino-3-(4'-methylphenyl)-1-phenyl-4-pyrazolecarboxamide). As a reaction SMILES: [NH2:1][C:2]1[N:6]([C:7]2[CH:12]=[CH:11][CH:10]=[CH:9][CH:8]=2)[N:5]=[C:4]([C:13]2[CH:18]=[CH:17][C:16]([CH3:19])=[CH:15][CH:14]=2)[C:3]=1[C:20]#[N:21].S(=O)(=O)(O)[OH:23].[OH-].[NH4+]>>[NH2:1][C:2]1[N:6]([C:7]2[CH:8]=[CH:9][CH:10]=[CH:11][CH:12]=2)[N:5]=[C:4]([C:13]2[CH:18]=[CH:17][C:16]([CH3:19])=[CH:15][CH:14]=2)[C:3]=1[C:20]([NH2:21])=[O:23] |f:2.3|. Procedure: While maintaining an internal reaction temperature of 10°-15° C., 5-amino-4-cyano-3-(4'-methylphenyl)-1-phenylpyrazole (3.4 g, 12 mmol) was added in a portionwise manner to concentrated sulfuric acid (15 mL). After the addition was complete, the reaction mixture was heated at 50° C. for 4 hours. The reaction was cooled, poured over ice, neutralized with concentrated ammonium hydroxide and extracted with EtOAc. The organic layer was washed with water, dried (Na2SO4), filtered and concentrated in ... Starting materials: N#Cc1ccc(CBr)cc1, CCC(C)=O, CCOCC, CCC(=O)CC(=O)CC, [H-], [I-], [Na+], [Na+]. Yields the product CCC(=O)C(Cc1ccc(C#N)cc1)C(=O)CC. RXN SMILES: [C:14](#[N:15])[c:16]1[cH:17][cH:18][c:19]([CH2:20][Br:21])[cH:22][cH:23]1.[CH3:24][C:25](=[O:26])[CH2:27][CH3:28].[CH3:29][CH2:30][O:31][CH2:32][CH3:33].[CH3:3][CH2:4][C:5]([CH2:6][C:7]([CH2:8][CH3:9])=[O:10])=[O:11].[H-:1].[I-:13].[Na+:12].[Na+:2]>>[CH3:3][CH2:4][C:5]([CH:6]([C:7]([CH2:8][CH3:9])=[O:10])[CH2:20][c:19]1[cH:18][cH:17][c:16]([C:14]#[N:15])[cH:23][cH:22]1)=[O:11].